Dataset: the Open Reaction Database (ORD), a public repository of structured organic reaction records. Task: describe an organic reaction: reactants, conditions, products, and yield The reactants are [OH-].[Na+] (sodium hydroxide), C(C)(=O)OC(C)=O (acetic anhydride), CN(CCO)C (2-dimethylaminoethanol), C(Cl)(Cl)Cl (CHCl3). Run in C(C)(=O)O (acetic acid). Conditions: time 30 minute. The product is N(C)(C)CCOC(=O)C ((CH3)2NCH2CH2OCOCH3). The yield is 77.2%. As a reaction SMILES: [C:1]([O:4][C:5](=[O:7])[CH3:6])(=O)[CH3:2].[CH3:8][N:9](C)[CH2:10]CO.C(Cl)(Cl)Cl.[OH-].[Na+]>C(O)(=O)C>[N:9]([CH2:2][CH2:1][O:4][C:5]([CH3:6])=[O:7])([CH3:10])[CH3:8] |f:3.4|. Procedure details: With gentle cooling, 168.5 g of acetic anhydride are added dropwise to 133.6 g of 2-dimethylaminoethanol in the course of 20 minutes, whereupon the temperature rises from 20° C. to a maximum of 105° C. The reaction mixture is kept for 30 minutes at 100° C. and then cooled. Then 750 ml of CHCl3 are added and the acetic acid formed is neutralised with 380 ml of 20% sodium hydroxide solution at 30°-35° C. with cooling. The two phases are separated and the organic phase is washed with a small amount... Reactants: COc1ccc(S(=O)(=O)N(CC(=O)O)CC(=O)O)cc1, C1COCCN1, CC(=O)OC(C)=O. Yields the product COc1ccc(S(=O)(=O)N(CC(=O)O)CC(=O)N2CCOCC2)cc1. RXN SMILES: [C:1](=[O:2])([OH:3])[CH2:4][N:5]([S:6](=[O:7])(=[O:8])[c:9]1[cH:10][cH:11][c:12]([O:15][CH3:16])[cH:13][cH:14]1)[CH2:17][C:18](=[O:19])[OH:20].[CH2:21]1[CH2:22][O:23][CH2:24][CH2:25][NH:26]1.[CH3:27][C:28]([O:29][C:30](=[O:31])[CH3:32])=[O:33]>>[C:1](=[O:3])([CH2:4][N:5]([S:6](=[O:7])(=[O:8])[c:9]1[cH:10][cH:11][c:12]([O:15][CH3:16])[cH:13][cH:14]1)[CH2:17][C:18](=[O:19])[OH:20])[N:26]1[CH2:21][CH2:22][O:23][CH2:24][CH2:25]1. Reactants: S(=O)(=O)(C)O[C@@H]1C[C@@H](O[C@@H]1COC(=O)OC)N1C(=O)NC(=O)C(C)=C1 (1-[2-deoxy-3-O-mesyl-5-O-methoxycarbonyl-β-D-threopentofuranosyl]-thymine), [N-]=[N+]=[N-].[Na+] (sodium azide), O (water). Solvent: CN(C=O)C (dimethylformamide). The product is N(=[N+]=[N-])[C@H]1C[C@@H](O[C@@H]1COC(=O)OC)N1C(=O)NC(=O)C(C)=C1 (3'-azido-3'-deoxy-5'-O-(methoxycarbonyl)thymidine). Yield: 90.4%. As a reaction SMILES: S(O[C@H:6]1[C@@H:10]([CH2:11][O:12][C:13]([O:15][CH3:16])=[O:14])[O:9][C@@H:8]([N:17]2[CH:25]=[C:23]([CH3:24])[C:21](=[O:22])[NH:20][C:18]2=[O:19])[CH2:7]1)(C)(=O)=O.[N-:26]=[N+:27]=[N-:28].[Na+].O>CN(C)C=O>[N:26]([C@@H:6]1[C@@H:10]([CH2:11][O:12][C:13]([O:15][CH3:16])=[O:14])[O:9][C@@H:8]([N:17]2[CH:25]=[C:23]([CH3:24])[C:21](=[O:22])[NH:20][C:18]2=[O:19])[CH2:7]1)=[N+:27]=[N-:28] |f:1.2|. Procedure: A mixture of 1-[2-deoxy-3-O-mesyl-5-O-methoxycarbonyl-β-D-threopentofuranosyl]-thymine (5.0 g, 13.2 mmoles) from Example A13 and sodium azide (1.07 g, 16.5 mmoles) in dimethylformamide (40 mL) was heated at 85°-90° C. for 4 h. The suspension was cooled to ambient temperature poured into 300 mL of water and the aqueous solution extracted with 3×100 mL portions of ethyl acetate. The combined organic extracts were washed with 2×100 mL portions of water and concentrated by rotary evaporation affordi... Procedure: A sodium ethoxide solution (previously prepared from ethanol and sodium (1.00 g, 0.0430 mol)) is cooled with an ice-acetone bath, treated portionwise with ethyl cyanoacetate (4.51 g, 0.0398 mol), stirred at room temperature for 30 minutes, treated with 3-chloro-5-nitro-1,2-benzisothiazole (4.27 g, 0.0199 mol), stirred at room temperature overnight, cooled to 0° C., and treated dropwise with 10% hydrochloric acid (15.0 mL). The resultant mixture is stirred at room temperature for one hour and fil... Product: C(#N)C(C(=O)OCC)C1=NSC2=C1C=C(C=C2)[N+](=O)[O-] (Ethyl α-cyano-5-nitro-1,2-benzisothiazole-3-acetate). Starting materials: [O-]CC.[Na+] (sodium ethoxide), [Na] (sodium), ClC1=NSC2=C1C=C(C=C2)[N+](=O)[O-] (3-chloro-5-nitro-1,2-benzisothiazole), Cl (hydrochloric acid), C(#N)CC(=O)OCC (ethyl cyanoacetate), resultant mixture. Reaction conditions: time 30 minute. The solvent is C(C)O (ethanol). RXN SMILES: [O-]CC.[Na+].[Na].[C:6]([CH2:8][C:9]([O:11][CH2:12][CH3:13])=[O:10])#[N:7].Cl[C:15]1[C:19]2[CH:20]=[C:21]([N+:24]([O-:26])=[O:25])[CH:22]=[CH:23][C:18]=2[S:17][N:16]=1.Cl>C(O)C>[C:6]([CH:8]([C:15]1[C:19]2[CH:20]=[C:21]([N+:24]([O-:26])=[O:25])[CH:22]=[CH:23][C:18]=2[S:17][N:16]=1)[C:9]([O:11][CH2:12][CH3:13])=[O:10])#[N:7] |f:0.1,^1:4|. The reactants are CN(C)C=O, Cc1ncc(CCl)c(N)n1, Cl, c1cc2c(cn1)CCCC2. Product: Cc1ncc(C[n+]2ccc3c(c2)CCCC3)c(N)n1, [Cl-], Cl. RXN SMILES: [CH3:22][N:23]([CH3:24])[CH:25]=[O:26].[Cl:2][CH2:3][c:4]1[c:5]([NH2:11])[n:6][c:7]([CH3:10])[n:8][cH:9]1.[ClH:1].[cH:12]1[n:13][cH:14][cH:15][c:16]2[c:21]1[CH2:20][CH2:19][CH2:18][CH2:17]2>>[CH2:3]([c:4]1[c:5]([NH2:11])[n:6][c:7]([CH3:10])[n:8][cH:9]1)[n+:13]1[cH:12][c:21]2[c:16]([cH:15][cH:14]1)[CH2:17][CH2:18][CH2:19][CH2:20]2.[Cl-:1].[ClH:2].